Dataset: the Open Reaction Database (ORD), a public repository of structured organic reaction records. Task: describe an organic reaction: reactants, conditions, products, and yield Run in C1CCOC1 (THF). Starting materials: [F-].C(CCC)[N+](CCCC)(CCCC)CCCC (Tetrabutyl ammonium fluoride), [Si](C)(C)(C(C)(C)C)O[C@H]([C@@H](OCC(=C)C)C1=C(C(=NO1)C(=O)NC=1C(N(N(C1C)C)C1CCCCC1)=O)C)C (5-((1R,2S)-2-((tert-butyldimethylsilyl)oxy)-1-((2-methylallyl)oxy)propyl)-N-(2-cyclohexyl-1,5-dimethyl-3-oxo-2,3-dihydro-1H-pyrazol-4-yl)-4-methylisoxazole-3-carboxamide). Conditions: time 18 hour. The product is C1(CCCCC1)N1N(C(=C(C1=O)NC(=O)C1=NOC(=C1C)[C@@H]([C@H](C)O)OCC(=C)C)C)C (N-(2-Cyclohexyl-1,5-dimethyl-3-oxo-2,3-dihydro-1H-pyrazol-4-yl)-5-((1R,2S)-2-hydroxy-1-((2-methylallyl)oxy)propyl)-4-methylisoxazole-3-carboxamide). Procedure: Tetrabutyl ammonium fluoride (15.16 ml, 15.16 mmol) was added dropwise to 5-((1R,2S)-2-((tert-butyldimethylsilyl)oxy)-1-((2-methylallyl)oxy)propyl)-N-(2-cyclohexyl-1,5-dimethyl-3-oxo-2,3-dihydro-1H-pyrazol-4-yl)-4-methylisoxazole-3-carboxamide (5.06 g, 7.58 mmol (assuming 76% purity)) in THF (160 ml) and the resulting mixture was stirred at room temperature for 18 h. As a reaction SMILES: [F-].C([N+](CCCC)(CCCC)CCCC)CCC.[Si]([O:26][C@@H:27]([CH3:57])[C@H:28]([C:34]1[O:38][N:37]=[C:36]([C:39]([NH:41][C:42]2[C:43](=[O:55])[N:44]([CH:49]3[CH2:54][CH2:53][CH2:52][CH2:51][CH2:50]3)[N:45]([CH3:48])[C:46]=2[CH3:47])=[O:40])[C:35]=1[CH3:56])[O:29][CH2:30][C:31]([CH3:33])=[CH2:32])(C(C)(C)C)(C)C>C1COCC1>[CH:49]1([N:44]2[C:43](=[O:55])[C:42]([NH:41][C:39]([C:36]3[C:35]([CH3:56])=[C:34]([C@H:28]([O:29][CH2:30][C:31]([CH3:33])=[CH2:32])[C@@H:27]([OH:26])[CH3:57])[O:38][N:37]=3)=[O:40])=[C:46]([CH3:47])[N:45]2[CH3:48])[CH2:54][CH2:53][CH2:52][CH2:51][CH2:50]1 |f:0.1|. Starting materials: CN(C)c1ccc(N2CCN(C(=O)OC(C)(C)C)CC2)cc1, ClCCl, O=C(O)C(F)(F)F. Product: CN(C)c1ccc(N2CCNCC2)cc1. As a reaction SMILES: [C:8]([O:9][C:10](=[O:11])[N:15]1[CH2:16][CH2:17][N:18]([c:21]2[cH:22][cH:23][c:24]([N:27]([CH3:28])[CH3:29])[cH:25][cH:26]2)[CH2:19][CH2:20]1)([CH3:12])([CH3:13])[CH3:14].[Cl:30][CH2:31][Cl:32].[OH:1][C:2]([C:3]([F:4])([F:5])[F:6])=[O:7]>>[NH:15]1[CH2:16][CH2:17][N:18]([c:21]2[cH:22][cH:23][c:24]([N:27]([CH3:28])[CH3:29])[cH:25][cH:26]2)[CH2:19][CH2:20]1. Starting materials: O1COC2=C1C=CC(=C2)C(=N)N (benzo[1,3]dioxole-5-carboxamidine), ClC1=C(C=C(C#N)C#N)C=CC(=C1)Cl (2-(2,4-dichloro-benzylidene)-malononitrile). Product: NCC=1C(=NC(=NC1C1=C(C=C(C=C1)Cl)Cl)C1=CC2=C(OCO2)C=C1)N (5-Aminomethyl-2-benzo[1,3]dioxol-5-yl-6-(2,4-dichloro-phenyl)-pyrimidin-4-ylamine). As a reaction SMILES: [O:1]1[C:5]2[CH:6]=[CH:7][C:8]([C:10]([NH2:12])=[NH:11])=[CH:9][C:4]=2[O:3][CH2:2]1.[Cl:13][C:14]1[CH:25]=[C:24]([Cl:26])[CH:23]=[CH:22][C:15]=1[CH:16]=[C:17]([C:20]#[N:21])[C:18]#[N:19]>>[NH2:21][CH2:20][C:17]1[C:18]([NH2:19])=[N:11][C:10]([C:8]2[CH:7]=[CH:6][C:5]3[O:1][CH2:2][O:3][C:4]=3[CH:9]=2)=[N:12][C:16]=1[C:15]1[CH:22]=[CH:23][C:24]([Cl:26])=[CH:25][C:14]=1[Cl:13]. Reported procedure: The title compound, MS: m/e=388.2 (M+), was prepared from benzo[1,3]dioxole-5-carboxamidine and 2-(2,4-dichloro-benzylidene)-malononitrile in analogy to the process described in Example 11 as a solid. Starting materials: ClC(c1ccccc1)(c1ccccc1)c1ccccc1, CO, CCOCC, Cl, c1ccncc1, O=C(O)Cc1c[nH]cn1. The product is O=C(O)Cc1cn(C(c2ccccc2)(c2ccccc2)c2ccccc2)cn1. Reaction SMILES: [C:1]([c:2]1[cH:3][cH:4][cH:5][cH:6][cH:7]1)([c:8]1[cH:9][cH:10][cH:11][cH:12][cH:13]1)([c:14]1[cH:15][cH:16][cH:17][cH:18][cH:19]1)[Cl:20].[CH3:31][OH:32].[CH3:39][CH2:40][O:41][CH2:42][CH3:43].[ClH:21].[cH:33]1[cH:34][cH:35][n:36][cH:37][cH:38]1.[nH:22]1[cH:23][n:24][c:25]([CH2:27][C:28](=[O:29])[OH:30])[cH:26]1>>[C:1]([c:2]1[cH:3][cH:4][cH:5][cH:6][cH:7]1)([c:8]1[cH:9][cH:10][cH:11][cH:12][cH:13]1)([c:14]1[cH:15][cH:16][cH:17][cH:18][cH:19]1)[n:22]1[cH:23][n:24][c:25]([CH2:27][C:28](=[O:29])[OH:30])[cH:26]1. Starting materials: O=c1[nH]c2c(F)cccc2c(=O)n1C1CCN(Cc2ccccc2)CC1, CO. The product is O=c1[nH]c2c(F)cccc2c(=O)n1C1CCNCC1. Reaction SMILES: [CH2:1]([c:2]1[cH:3][cH:4][cH:5][cH:6][cH:7]1)[N:8]1[CH2:9][CH2:10][CH:11]([n:14]2[c:15](=[O:26])[nH:16][c:17]3[c:18]([F:25])[cH:19][cH:20][cH:21][c:22]3[c:23]2=[O:24])[CH2:12][CH2:13]1.[CH3:27][OH:28]>>[NH:8]1[CH2:9][CH2:10][CH:11]([n:14]2[c:15](=[O:26])[nH:16][c:17]3[c:18]([F:25])[cH:19][cH:20][cH:21][c:22]3[c:23]2=[O:24])[CH2:12][CH2:13]1. Reactants: [Na] (sodium), CO (methanol), CO (methanol), COC(C#N)C (methoxypropionitrile), COC=1C=C(C=O)C=C2C1OCO2 (3-methoxy-4,5-methylenedioxybenzaldehyde). Product: COC=1C=C(C=C(C#N)COC)C=C2C1OCO2 (3-methoxy-4,5-methylenedioxy-α-methoxymethylcinnamonitrile). Reaction SMILES: [Na].CO[CH:4]([CH3:7])[C:5]#[N:6].[CH3:8][O:9][C:10]1[CH:11]=[C:12]([CH:15]=[C:16]2[O:20][CH2:19][O:18][C:17]=12)[CH:13]=O.[CH3:21][OH:22]>>[CH3:8][O:9][C:10]1[CH:11]=[C:12]([CH:15]=[C:16]2[O:20][CH2:19][O:18][C:17]=12)[CH:13]=[C:4]([CH2:7][O:22][CH3:21])[C:5]#[N:6] |^1:0|. Reported procedure: 3.8 g. of sodium were dissolved in 120 ml. of methanol under reflux. 56 g. of methoxypropionitrile and 60 g. of 3-methoxy-4,5-methylenedioxybenzaldehyde were then added and refluxed in the methanol mixture for 5 hours. Upon chilling, 3-methoxy-4,5-methylenedioxy-α-methoxymethyl-cinnamonitrile crystallized in needles of m.p. = 115°, in a yield of 68 g. = 83 percent. A sample of analysis was recrystallized from methanol, m.p. 115.5°-116.5°.